This data is from the Open Reaction Database (ORD), a public repository of structured organic reaction records. The task is: describe an organic reaction: reactants, conditions, products, and yield Reactants: CCOC(=O)c1cc(CCc2ccc(Cl)cc2)[nH]n1, CO, [Na+], [OH-]. Product: O=C(O)c1cc(CCc2ccc(Cl)cc2)[nH]n1. Reaction SMILES: [CH2:3]([CH3:4])[O:5][C:6](=[O:7])[c:8]1[n:9][nH:10][c:11]([CH2:13][CH2:14][c:15]2[cH:16][cH:17][c:18]([Cl:21])[cH:19][cH:20]2)[cH:12]1.[CH3:22][OH:23].[Na+:2].[OH-:1]>>[O:5]=[C:6]([OH:7])[c:8]1[n:9][nH:10][c:11]([CH2:13][CH2:14][c:15]2[cH:16][cH:17][c:18]([Cl:21])[cH:19][cH:20]2)[cH:12]1. Reactants: [OH-].[Na+] (NaOH), BrC1=NN(C=2N=C(C=C(C21)C(=O)OCC)C2=CC=CC=C2)C(C)C (Ethyl 3-bromo-1-(1-methylethyl)-6-phenyl-1H-pyrazolo[3,4-b]pyridine-4-carboxylate), Cl (HCl). The solvent is C(C)O (ethanol), C1CCOC1 (THF), O (water). Run at temperature 55 celsius, time 3 hour. Product: BrC1=NN(C=2N=C(C=C(C21)C(=O)O)C2=CC=CC=C2)C(C)C (3-Bromo-1-(1-methylethyl)-6-phenyl-1H-pyrazolo[3,4-b]pyridine-4-carboxylic acid). As a reaction SMILES: [Br:1][C:2]1[C:10]2[C:9]([C:11]([O:13]CC)=[O:12])=[CH:8][C:7]([C:16]3[CH:21]=[CH:20][CH:19]=[CH:18][CH:17]=3)=[N:6][C:5]=2[N:4]([CH:22]([CH3:24])[CH3:23])[N:3]=1.[OH-].[Na+].Cl>C1COCC1.C(O)C.O>[Br:1][C:2]1[C:10]2[C:9]([C:11]([OH:13])=[O:12])=[CH:8][C:7]([C:16]3[CH:17]=[CH:18][CH:19]=[CH:20][CH:21]=3)=[N:6][C:5]=2[N:4]([CH:22]([CH3:24])[CH3:23])[N:3]=1 |f:1.2|. Procedure: Ethyl 3-bromo-1-(1-methylethyl)-6-phenyl-1H-pyrazolo[3,4-b]pyridine-4-carboxylate (112 mg, 0.288 mmol) was suspended in THF (0.5 mL) and ethanol (1.5 mL), followed by addition of 3N NaOH (150 μl, 0.433 mmol). The reaction mixture was stirred at 55° C. for 3 hours, and then allowed to cool to room temperature. The reaction mixture was diluted with water (1.5 mL), cooled in an ice bath, and acidified with 1N HCl in a dropwise manner. The mixture was extracted with EtOAc. The organic layer was sepa... Starting materials: O=C([O-])[O-], Cc1cc[nH]n1, [Cs+], [Cs+], [Cu]I, Nc1ccc(I)cc1F, NC1CCCCC1N. Yields the product Cc1ccn(-c2ccc(N)c(F)c2)n1. As a reaction SMILES: [C:16](=[O:17])([O-:18])[O-:19].[CH3:10][c:11]1[n:12][nH:13][cH:14][cH:15]1.[Cs+:20].[Cs+:21].[Cu:30][I:31].[F:1][c:2]1[c:3]([NH2:4])[cH:5][cH:6][c:7]([I:9])[cH:8]1.[NH2:22][CH:23]1[CH2:24][CH2:25][CH2:26][CH2:27][CH:28]1[NH2:29]>>[F:1][c:2]1[c:3]([NH2:4])[cH:5][cH:6][c:7](-[n:13]2[n:12][c:11]([CH3:10])[cH:15][cH:14]2)[cH:8]1. Starting materials: [K] (potassium), OC1=CC=C(C=C1)C(C)(C)C1=CC=C(C=C1)O (bisphenol A), C(=O)=O (CO2). Product: OC1=CC=C(C=C1)C(C)(C)C1=CC(=C(C=C1)O)C(=O)OC1=CC=CC=C1 (2-(4-hydroxyphenyl)-2-(3'-phenoxycarbonyl-4'-hydroxyphenyl)propane). Reaction SMILES: [K].[OH:2][C:3]1[CH:8]=[CH:7][C:6]([C:9]([C:12]2[CH:17]=[CH:16][C:15]([OH:18])=[CH:14][CH:13]=2)([CH3:11])[CH3:10])=[CH:5][CH:4]=1.[C:19](=[O:21])=[O:20]>>[OH:2][C:3]1[CH:4]=[CH:5][C:6]([C:9]([C:12]2[CH:13]=[CH:14][C:15]([OH:18])=[C:16]([C:19]([O:21][C:3]3[CH:8]=[CH:7][CH:6]=[CH:5][CH:4]=3)=[O:20])[CH:17]=2)([CH3:11])[CH3:10])=[CH:7][CH:8]=1 |^1:0|. Reported procedure: Monocarboxylated bisphenol A [i.e., 2-(4-hydroxyphenyl)-2-(3'-carboxy-4'-hydroxyphenyl)propane] was obtained by carboxylating a potassium salt of bisphenol A with CO2 gas and then purifying the product by recrystallizing it from toluene solvent. This monocarboxylated bisphenol A was esterified with an excess of diphenyl carbonate and then refined in a column to obtain 2-(4-hydroxyphenyl)-2-(3'-phenoxycarbonyl-4'-hydroxyphenyl)propane with a purity of at least 99 percent (according to HPLC analys... Starting materials: O1CCOCC1 (dioxane), O=C(C(=O)OC)CC(C1=CC=C(C=C1)CCCCCCCCC)=O (Methyl 2,4-dioxo-4-(4-nonylphenyl)-1-butanoate), [OH-].[K+] (potassium hydroxide). Solvent: C(C)O (ethanol). Run at time 4 hour. The product is O=C(C(=O)O)CC(C1=CC=C(C=C1)CCCCCCCCC)=O (2,4-Dioxo-4-(4-nonylphenyl)-1-butanoic acid). Reaction SMILES: O1CCOCC1.[O:7]=[C:8]([CH2:13][C:14](=[O:30])[C:15]1[CH:20]=[CH:19][C:18]([CH2:21][CH2:22][CH2:23][CH2:24][CH2:25][CH2:26][CH2:27][CH2:28][CH3:29])=[CH:17][CH:16]=1)[C:9]([O:11]C)=[O:10].[OH-].[K+]>C(O)C>[O:7]=[C:8]([CH2:13][C:14](=[O:30])[C:15]1[CH:16]=[CH:17][C:18]([CH2:21][CH2:22][CH2:23][CH2:24][CH2:25][CH2:26][CH2:27][CH2:28][CH3:29])=[CH:19][CH:20]=1)[C:9]([OH:11])=[O:10] |f:2.3|. Reported procedure: There are dissolved in 45 ml of ethanol and 5.4 ml of dioxane 2.92 g (8.9 mMol) of the ester product of Step A above. To this solution 6.75 ml of 2 N potassium hydroxide was added, whereupon a precipitate formed. The reaction mixture was stirred at room temperature for 4 hours, then evaporated to dryness, dissolved in water, and extracted with ether. The aqueous layer was then acidified to pH 1 using 2 N hydrochloric acid; and the product was extracted into ethyl acetate, after which it was drie... Procedure: The title compound was prepared from (2S,5S)-tert-butyl 2-((tert-butyldimethylsilyloxy)methyl)-5-hydroxy-4-isopropyl-5,6-dihydropyridine-1(2H)-carboxylate (Intermediate 36, 1.2 g, 3.11 mmol) following the procedure described for Intermediate 10, using 2.4 equivalents each of triphenylphosphine and diisopropylazodicarboxylate. The desired product was obtained as yellow foam (1.22 g, 62%). Isolated yield 62.0%. The reactants are C(C=C)ON(S(=O)(=O)C1=C(C=CC=C1)[N+](=O)[O-])[C@@H]1C(=C[C@H](N(C1)C(=O)OC(C)(C)C)CO[Si](C)(C)C(C)(C)C)C ((2S,5R)-tert-butyl 5-(N-(allyloxy)-2-nitrophenylsulfonamido)-2-((tert-butyldimethylsilyloxy)methyl)-4-methyl-5,6-dihydropyridine-1(2H)-carboxylate), [Si](C)(C)(C(C)(C)C)OC[C@H]1N(C[C@H](C(=C1)C(C)C)O)C(=O)OC(C)(C)C ((2S,5S)-tert-butyl 2-((tert-butyldimethylsilyloxy)methyl)-5-hydroxy-4-isopropyl-5,6-dihydropyridine-1(2H)-carboxylate), [Si](C)(C)(C(C)(C)C)OC[C@H]1N(C[C@H](C(=C1)C(C)C)O)C(=O)OC(C)(C)C ((2S,5S)-tert-butyl 2-((tert-butyldimethylsilyloxy)methyl)-5-hydroxy-4-isopropyl-5,6-dihydropyridine-1(2H)-carboxylate), C1(=CC=CC=C1)P(C1=CC=CC=C1)C1=CC=CC=C1 (triphenylphosphine), CC(C)OC(=O)/N=N/C(=O)OC(C)C (diisopropylazodicarboxylate). Reaction SMILES: [Si:1]([O:8][CH2:9][C@@H:10]1[CH:15]=[C:14]([CH:16]([CH3:18])[CH3:17])[C@H:13](O)[CH2:12][N:11]1[C:20]([O:22][C:23]([CH3:26])([CH3:25])[CH3:24])=[O:21])([C:4]([CH3:7])([CH3:6])[CH3:5])([CH3:3])[CH3:2].[CH2:27]([O:30][N:31]([C@H]1CN(C(OC(C)(C)C)=O)[C@H](CO[Si](C(C)(C)C)(C)C)C=C1C)[S:32]([C:35]1[CH:40]=[CH:39][CH:38]=[CH:37][C:36]=1[N+:41]([O-:43])=[O:42])(=[O:34])=[O:33])[CH:28]=[CH2:29].C1(P(C2C=CC=CC=2)C2C=CC=CC=2)C=CC=CC=1.CC(OC(/N=N/C(OC(C)C)=O)=O)C>>[CH2:27]([O:30][N:31]([C@H:13]1[CH2:12][N:11]([C:20]([O:22][C:23]([CH3:24])([CH3:25])[CH3:26])=[O:21])[C@H:10]([CH2:9][O:8][Si:1]([C:4]([CH3:6])([CH3:5])[CH3:7])([CH3:2])[CH3:3])[CH:15]=[C:14]1[CH:16]([CH3:17])[CH3:18])[S:32]([C:35]1[CH:40]=[CH:39][CH:38]=[CH:37][C:36]=1[N+:41]([O-:43])=[O:42])(=[O:34])=[O:33])[CH:28]=[CH2:29]. Yields the product C(C=C)ON(S(=O)(=O)C1=C(C=CC=C1)[N+](=O)[O-])[C@@H]1C(=C[C@H](N(C1)C(=O)OC(C)(C)C)CO[Si](C)(C)C(C)(C)C)C(C)C ((2S,5R)-tert-butyl 5-(N-(allyloxy)-2-nitrophenylsulfonamido)-2-((tert-butyldimethylsilyloxy)methyl)-4-isopropyl-5,6-dihydropyridine-1(2H)-carboxylate), foam. Reported procedure: Following the procedure of Example 97, the reaction of pyrazole with 2-chloro-6-ethyl-4-(4-fluorobenzylamino)-thieno-[2,3-d]-pyrimidine gives 2-(pyrazol-1-yl)-6-ethyl-4-(4-fluorobenzylamino)-thieno-[2,3-d]-pyrimidine. Starting materials: N1N=CC=C1 (pyrazole), ClC=1N=C(C2=C(N1)SC(=C2)CC)NCC2=CC=C(C=C2)F (2-chloro-6-ethyl-4-(4-fluorobenzylamino)-thieno-[2,3-d]-pyrimidine). Yields the product N1(N=CC=C1)C=1N=C(C2=C(N1)SC(=C2)CC)NCC2=CC=C(C=C2)F (2-(pyrazol-1-yl)-6-ethyl-4-(4-fluorobenzylamino)-thieno-[2,3-d]-pyrimidine). Reaction SMILES: [NH:1]1[CH:5]=[CH:4][CH:3]=[N:2]1.Cl[C:7]1[N:8]=[C:9]([NH:18][CH2:19][C:20]2[CH:25]=[CH:24][C:23]([F:26])=[CH:22][CH:21]=2)[C:10]2[CH:15]=[C:14]([CH2:16][CH3:17])[S:13][C:11]=2[N:12]=1>>[N:1]1([C:7]2[N:8]=[C:9]([NH:18][CH2:19][C:20]3[CH:21]=[CH:22][C:23]([F:26])=[CH:24][CH:25]=3)[C:10]3[CH:15]=[C:14]([CH2:16][CH3:17])[S:13][C:11]=3[N:12]=2)[CH:5]=[CH:4][CH:3]=[N:2]1.